Task: describe an organic reaction: reactants, conditions, products, and yield. Dataset: the Open Reaction Database (ORD), a public repository of structured organic reaction records The reactants are [C-]#N.[Na+] (sodium cyanide), CC1=C(C(=C(C=O)C(=C1F)F)F)F (4-methyl-2,3,5,6-tetrafluorobenzaldehyde), CC1=C(C(=C(C=O)C(=C1F)F)F)F (4-methyl-2,3,5,6-tetrafluorobenzaldehyde), CO (methyl alcohol). Solvent: O (water), O (water). Run at temperature 0 celsius, time 1 hour. The product is C(#N)C(C1=C(C(=C(C(=C1F)F)C)F)F)O (α-cyano-4-methyl-2,3,5,6-tetrafluoro-benzyl alcohol). Yield: 99.5%. Reaction SMILES: [C-:1]#[N:2].[Na+].[CH3:4][C:5]1[C:12]([F:13])=[C:11]([F:14])[C:8]([CH:9]=[O:10])=[C:7]([F:15])[C:6]=1[F:16].CO>O>[C:1]([CH:9]([OH:10])[C:8]1[C:7]([F:15])=[C:6]([F:16])[C:5]([CH3:4])=[C:12]([F:13])[C:11]=1[F:14])#[N:2] |f:0.1|. Reported procedure: 1.66 g of sodium cyanide were introduced into a mixture of 4 g of 4-methyl-2,3,5,6-tetrafluorobenzaldehyde, 4 g of 4-methyl-2,3,5,6-tetrafluorobenzaldehyde, 70 ml of methyl alcohol and 20 ml of water and the mixture was cooled to 0° C. The reaction mixture was stirred for 1 hour at 0° C. and was poured into water. Extraction was carried out with ether and the ethereal phases were dried and evaporated to dryness under reduced pressure to obtain 4.54 g of the product melting at 124° C. Reactants: C1(=CC=CC=C1)C12CCN(CC1)CC2 (4-Phenylquinuclidine), N (ammonia). The reagents and catalysts are [Rh] (rhodium-on-alumina). The solvent is C(C)(=O)O (acetic acid), O (water). Reaction conditions: time 5 day. Yields the product C1(CCCCC1)C12CCN(CC1)CC2 (4-cyclohexylquinuclidine). Isolated yield 91.1%. As a reaction SMILES: [C:1]1([C:7]23[CH2:14][CH2:13][N:10]([CH2:11][CH2:12]2)[CH2:9][CH2:8]3)[CH:6]=[CH:5][CH:4]=[CH:3][CH:2]=1.N>C(O)(=O)C.O.[Rh]>[CH:1]1([C:7]23[CH2:14][CH2:13][N:10]([CH2:9][CH2:8]2)[CH2:11][CH2:12]3)[CH2:2][CH2:3][CH2:4][CH2:5][CH2:6]1. Reported procedure: 4-Phenylquinuclidine (5 g) (see J. Org. Chem., 22, 1484, (1957)) was dissolved in glacial acetic acid (25 ml), 5% w/w rhodium-on-alumina (2 g) was added and the mixture hydrogenated for 5 days at 345 kPa (50 psi). The mixture was filtered through a short column of Arbacel (trade mark) filter aid and the pad washed with methanol. The filtrate was collected and the solvent removed under reduced pressure to give a residue which was dissolved in water. The pH was adjusted to >10 by addition of 0.88 ... The reactants are NC1=C(C=C(C=C1[N+](=O)[O-])C1C(=C(NC=2CC(CC(C12)=O)CCC)C)C#N)Br (4-(4-Amino-3-bromo-5-nitro-phenyl)-2-methyl-5-oxo-7-propyl-1,4,5,6,7,8-hexahydro-quinoline-3-carbonitrile), C(C)(=O)O (Acetic acid). Reagents/catalysts: [Zn] (zinc). Run in C1CCOC1 (THF). Conditions: temperature 0 celsius, time 2 hour. The product is NC=1C=C(C=C(C1N)Br)C1C(=C(NC=2CC(CC(C12)=O)CCC)C)C#N (4-(3,4-Diamino-5-bromo-phenyl)-2-methyl-5-oxo-7-propyl-1,4,5,6,7,8-hexahydro-quinoline-3-carbonitrile). RXN SMILES: [NH2:1][C:2]1[C:7]([N+:8]([O-])=O)=[CH:6][C:5]([CH:11]2[C:20]3[C:19](=[O:21])[CH2:18][CH:17]([CH2:22][CH2:23][CH3:24])[CH2:16][C:15]=3[NH:14][C:13]([CH3:25])=[C:12]2[C:26]#[N:27])=[CH:4][C:3]=1[Br:28].C(O)(=O)C>C1COCC1.[Zn]>[NH2:8][C:7]1[CH:6]=[C:5]([CH:11]2[C:20]3[C:19](=[O:21])[CH2:18][CH:17]([CH2:22][CH2:23][CH3:24])[CH2:16][C:15]=3[NH:14][C:13]([CH3:25])=[C:12]2[C:26]#[N:27])[CH:4]=[C:3]([Br:28])[C:2]=1[NH2:1]. Procedure details: 4-(4-Amino-3-bromo-5-nitro-phenyl)-2-methyl-5-oxo-7-propyl-1,4,5,6,7,8-hexahydro-quinoline-3-carbonitrile (600 mg) was dissolved in THF (150 ml) and cooled to 0° C. Acetic acid (1.3 ml) was added, followed by addition of zinc dust (2 g). The resulting slurry was stirred at 0° C. for 2 h, and then another 4 h at room temperature. The mixture was filtered and diluted with saturated aq. NaHCO3, followed by extraction with ethyl acetate. The organic layer was dried (MgSO4), filtered and concentrated... Reactants: O=C(O)c1ccc(C2CC2)c(OCC2CC2)n1, NC(=O)C(N)CC1CC1. Yields the product NC(=O)C(CC1CC1)NC(=O)c1ccc(C2CC2)c(OCC2CC2)n1. Reaction SMILES: [CH:1]1([c:4]2[cH:5][cH:6][c:7]([C:15](=[O:16])[OH:17])[n:8][c:9]2[O:10][CH2:11][CH:12]2[CH2:13][CH2:14]2)[CH2:2][CH2:3]1.[NH2:18][CH:19]([C:20](=[O:21])[NH2:22])[CH2:23][CH:24]1[CH2:25][CH2:26]1>>[CH:1]1([c:4]2[cH:5][cH:6][c:7]([C:15](=[O:17])[NH:18][CH:19]([C:20](=[O:21])[NH2:22])[CH2:23][CH:24]3[CH2:25][CH2:26]3)[n:8][c:9]2[O:10][CH2:11][CH:12]2[CH2:13][CH2:14]2)[CH2:2][CH2:3]1. The reactants are ClCCl, CCOC(=O)C=[N+]=[N-], O, Cc1ccc(S(=O)(=O)O)cc1, OCCc1ccc(Cc2cccnc2)cc1. Yields the product CCOC(=O)COCCc1ccc(Cc2cccnc2)cc1. Reaction SMILES: [CH2:37]([Cl:38])[Cl:39].[N+:29](=[N-:30])=[CH:31][C:32](=[O:33])[O:34][CH2:35][CH3:36].[OH2:17].[c:18]1([CH3:19])[cH:20][cH:21][c:22]([S:23]([OH:24])(=[O:25])=[O:26])[cH:27][cH:28]1.[n:1]1[cH:2][c:3]([CH2:7][c:8]2[cH:9][cH:10][c:11]([CH2:14][CH2:15][OH:16])[cH:12][cH:13]2)[cH:4][cH:5][cH:6]1>>[n:1]1[cH:2][c:3]([CH2:7][c:8]2[cH:9][cH:10][c:11]([CH2:14][CH2:15][O:16][CH2:31][C:32](=[O:33])[O:34][CH2:35][CH3:36])[cH:12][cH:13]2)[cH:4][cH:5][cH:6]1.